describe an organic reaction: reactants, conditions, products, and yield From a dataset of the Open Reaction Database (ORD), a public repository of structured organic reaction records. The reactants are ClC=1C(=C(C=CC1)NC1=NC=NC2=CC(=C(C=C12)CNC1(CC1)C(=O)O)OC)F (1-[({4-[(3-Chloro-2-fluorophenyl)amino]-7-methoxyquinazolin-6-yl}methyl)amino]cyclopropanecarboxylic acid), C=O (para-formaldehyde). Product: ClC=1C(=C(C=CC1)NC1=NC=NC2=CC(=C(C=C12)CN(C1(CC1)C(=O)O)C)OC)F (1-[({4-[(3-chloro-2-fluorophenyl)amino]-7-methoxyquinazolin-6-yl}methyl)(methyl)amino]cyclopropanecarboxylic acid). As a reaction SMILES: [Cl:1][C:2]1[C:3]([F:29])=[C:4]([NH:8][C:9]2[C:18]3[C:13](=[CH:14][C:15]([O:27][CH3:28])=[C:16]([CH2:19][NH:20][C:21]4([C:24]([OH:26])=[O:25])[CH2:23][CH2:22]4)[CH:17]=3)[N:12]=[CH:11][N:10]=2)[CH:5]=[CH:6][CH:7]=1.[CH2:30]=O>>[Cl:1][C:2]1[C:3]([F:29])=[C:4]([NH:8][C:9]2[C:18]3[C:13](=[CH:14][C:15]([O:27][CH3:28])=[C:16]([CH2:19][N:20]([CH3:30])[C:21]4([C:24]([OH:26])=[O:25])[CH2:23][CH2:22]4)[CH:17]=3)[N:12]=[CH:11][N:10]=2)[CH:5]=[CH:6][CH:7]=1. Procedure: 4-(3-Chloro-2-fluoroanilino)-7-methoxyquinazoline-6-carbaldehyde was coupled with 1-aminocyclopropanecarboxylic acid using an analogous method to that described for the equivalent step in Example 1 to give 1-[({4-[(3-chloro-2-fluorophenyl)amino]-7-methoxyquinazolin-6-yl}methyl)amino]cyclopropanecarboxylic acid; 1H NMR Spectrum: (DMSO d6) 0.90-1.00 (m, 2H); 1.10-1.20 (m, 2H); 3.93 (s, 2H); 3.96 (s, 3H); 7.14 (s, 1H); 7.28 (m, 1H); 7.40-7.55 (m, 2H); 8.29 (s, 1H); 8.40 (s, 1H); Mass Spectrum: (M+H...